Dataset: the Open Reaction Database (ORD), a public repository of structured organic reaction records. Task: describe an organic reaction: reactants, conditions, products, and yield The product is Cc1cn(COCC[Si](C)(C)C)c2ncc(N)nc12. Starting materials: Cc1cn(COCC[Si](C)(C)C)c2ncc(N=C(c3ccccc3)c3ccccc3)nc12, CC(=O)[O-], CO, Cl, NO, [Na+]. Reaction SMILES: [C:1]([c:2]1[cH:3][cH:4][cH:5][cH:6][cH:7]1)([c:8]1[cH:9][cH:10][cH:11][cH:12][cH:13]1)=[N:14][c:15]1[n:16][c:17]2[c:18]([n:19][cH:20]1)[n:21]([CH2:25][O:26][CH2:27][CH2:28][Si:29]([CH3:30])([CH3:31])[CH3:32])[cH:22][c:23]2[CH3:24].[C:33]([O-:34])(=[O:35])[CH3:36].[CH3:41][OH:42].[ClH:40].[NH2:38][OH:39].[Na+:37]>>[NH2:14][c:15]1[n:16][c:17]2[c:18]([n:19][cH:20]1)[n:21]([CH2:25][O:26][CH2:27][CH2:28][Si:29]([CH3:30])([CH3:31])[CH3:32])[cH:22][c:23]2[CH3:24]. Reactants: O=C1CCC(=O)N1Br, Cc1ccc(F)c(C#N)c1, CC(C)(C#N)N=NC(C)(C)C#N, c1ccccc1. The product is N#Cc1cc(CBr)ccc1F. As a reaction SMILES: [Br:11][N:12]1[C:13](=[O:14])[CH2:15][CH2:16][C:17]1=[O:18].[C:1](#[N:2])[c:3]1[cH:4][c:5]([CH3:10])[cH:6][cH:7][c:8]1[F:9].[N:19]([C:20]([CH3:21])([CH3:22])[C:23]#[N:24])=[N:25][C:26]([CH3:27])([CH3:28])[C:29]#[N:30].[cH:31]1[cH:32][cH:33][cH:34][cH:35][cH:36]1>>[C:1](#[N:2])[c:3]1[cH:4][c:5]([CH2:10][Br:11])[cH:6][cH:7][c:8]1[F:9]. The reactants are ClC=1C=C2C=C(NC2=C(C1)NC1CCCC1)C=1SC[C@H](N1)CCN1CCN(CC1)C(=O)OC(C)(C)C ({5-Chloro-2-[(R)-4-(2-1-BOC-piperazin-4-yl-ethyl)-4,5-dihydro-thiazol-2-yl]-1H-indol-7-yl}-cyclopentyl-amine), C(C)OC(C)=O.Cl (hydrochloric acid ethyl acetate). The solvent is ClCCl (dichloromethane). Reaction conditions: time 4 hour. Yields the product ClC=1C=C2C=C(NC2=C(C1)NC1CCCC1)C=1SC[C@H](N1)CCN1CCNCC1 ({5-Chloro-2-[(R)-4-(2-piperazin-1-yl-ethyl)-4,5-dihydro-thiazol-2-yl]-1H-indol-7-yl}-cyclopentyl-amine). The yield is 55.0%. Reaction SMILES: [Cl:1][C:2]1[CH:3]=[C:4]2[C:8](=[C:9]([NH:11][CH:12]3[CH2:16][CH2:15][CH2:14][CH2:13]3)[CH:10]=1)[NH:7][C:6]([C:17]1[S:18][CH2:19][C@@H:20]([CH2:22][CH2:23][N:24]3[CH2:29][CH2:28][N:27](C(OC(C)(C)C)=O)[CH2:26][CH2:25]3)[N:21]=1)=[CH:5]2.C(OC(=O)C)C.Cl>ClCCl>[Cl:1][C:2]1[CH:3]=[C:4]2[C:8](=[C:9]([NH:11][CH:12]3[CH2:16][CH2:15][CH2:14][CH2:13]3)[CH:10]=1)[NH:7][C:6]([C:17]1[S:18][CH2:19][C@@H:20]([CH2:22][CH2:23][N:24]3[CH2:29][CH2:28][NH:27][CH2:26][CH2:25]3)[N:21]=1)=[CH:5]2 |f:1.2|. Procedure: {5-Chloro-2-[(R)-4-(2-1-BOC-piperazin-4-yl-ethyl)-4,5-dihydro-thiazol-2-yl]-1H-indol-7-yl}-cyclopentyl-amine prepared in Step A was dissolved in dichloromethane (50 mL). 4N hydrochloric acid ethyl acetate solution (1.3 mL, 5.28 mmol) was added thereto, and the mixture was stirred for 4 h at room temperature. After completion of the reaction, the solvent was removed under reduced pressure. The residue was recrystallized from DCM and ethylether to give the title compound (125 mg, Yield 55%). Reactants: ClC1=C(CC2=NC(=CC=C2)C#N)C=CC=C1 (2-(o-Chlorobenzyl)-6-cyanopyridine), C[O-].[Na+] (sodium methoxide). The solvent is CO (methanol). Conditions: temperature 20 celsius, time 5 hour. Yields the product ClC1=C(CC2=CC=CC(=N2)C(OC)=N)C=CC=C1 (methyl 6-(o-chlorobenzyl)-2-picoline imidate). Isolated yield 100.0%. Reaction SMILES: [Cl:1][C:2]1[CH:16]=[CH:15][CH:14]=[CH:13][C:3]=1[CH2:4][C:5]1[CH:10]=[CH:9][CH:8]=[C:7]([C:11]#[N:12])[N:6]=1.[CH3:17][O-:18].[Na+]>CO>[Cl:1][C:2]1[CH:16]=[CH:15][CH:14]=[CH:13][C:3]=1[CH2:4][C:5]1[N:6]=[C:7]([C:11](=[NH:12])[O:18][CH3:17])[CH:8]=[CH:9][CH:10]=1 |f:1.2|. Procedure: 2-(o-Chlorobenzyl)-6-cyanopyridine (5.0 g, 0.022 moles) was added to a solution of sodium methoxide in methanol [prepared by dissolving sodium metal (0.55 g, 0.024 g atoms) in methanol (50 ml)] and the mixture stirred at 20° C. for 5 hours. The methanol was evaporated, the residue taken up in dichloromethane and the precipitate filtered off through a silica bed. Removal of the solvent from the filtrate gave methyl 6-(o-chlorobenzyl)-2-picoline imidate (5.5 g, 100%) as a brown oil which was used ... Reactants: CCOCCl, COc1ccc2[nH]c(C(N)=O)c(OC(C)C)c2c1, CN(C)C=O, CCCCCC, [H-], [Na+]. Product: CCOCn1c(C(N)=O)c(OC(C)C)c2cc(OC)ccc21. Reaction SMILES: [CH2:21]([CH3:22])[O:23][CH2:24][Cl:25].[CH3:1][O:2][c:3]1[cH:4][c:5]2[c:6]([O:15][CH:16]([CH3:17])[CH3:18])[c:7]([C:12](=[O:13])[NH2:14])[nH:8][c:9]2[cH:10][cH:11]1.[CH3:26][N:27]([CH3:28])[CH:29]=[O:30].[CH3:31][CH2:32][CH2:33][CH2:34][CH2:35][CH3:36].[H-:19].[Na+:20]>>[CH3:1][O:2][c:3]1[cH:4][c:5]2[c:6]([O:15][CH:16]([CH3:17])[CH3:18])[c:7]([C:12](=[O:13])[NH2:14])[n:8]([CH2:24][O:23][CH2:21][CH3:22])[c:9]2[cH:10][cH:11]1. The reactants are CSC=1C=CC(=NC1)Br (5-Methylthio-2-bromopyridine), ClC1=CC(=CC=C1)C(=O)OO (m-chloroperbenzoic acid), S(=O)(=O)([O-])[O-].[Na+].[Na+] (sodium sulfate). The solvent is C(Cl)Cl (methylene chloride). Conditions: time 2 hour. Product: CS(=O)(=O)C=1C=CC(=NC1)Br (5-Methylsulfonyl-2-bromopyridine). Yield: 96.0%. As a reaction SMILES: CS[C:3]1[CH:4]=[CH:5][C:6]([Br:9])=[N:7][CH:8]=1.Cl[C:11]1C=CC=C(C(OO)=O)C=1.[S:21]([O-:25])([O-])(=O)=[O:22].[Na+].[Na+]>C(Cl)Cl>[CH3:11][S:21]([C:3]1[CH:4]=[CH:5][C:6]([Br:9])=[N:7][CH:8]=1)(=[O:25])=[O:22] |f:2.3.4|. Procedure details: To a solution of 5-methylthio-2-bromopyridine from step 1 (18.9 g, 0.093 mol) in methylene chloride (600 mL), was added portionwise m-chloroperbenzoic acid (48 g, 0.19 mol) at 0° C. and the mixture was stirred for 2 hours at room temperature. Aqueous saturated sodium sulfate (Na2SO3) (200 mL) was added and stirred for 15 minutes and organic phase was separated and washed with aqueous saturated sodium bicarbonate (NaHCO3) (200 mL), dried over MgSO4, and concentrated in vacuo gave the title compou... Starting materials: C(C)N(C(=O)C=1C(=C(C=CC1)OC)C1=C(C=CC=C1)OC(C)C)CC (N,N-diethyl-2'-isopropoxy-6-methoxy-biphenyl-2-carboxamide), O1CCCC1 (THF), [Li+].CC(C)[N-]C(C)C (LDA), O1CCCC1 (tetrahydrofuran), C(CCC)[Li] (n-butyl lithium), C(C)(C)NC(C)C (diisopropylamine). Reaction conditions: temperature 0 celsius. Yields the product C(C)(C)OC1=CC=CC=2C(C3=CC=CC(=C3C12)OC)=O (4-isopropoxy-5-methoxy-fluoren-9-one). Yield: 31.0%. Reaction SMILES: [Li+].[CH3:2][CH:3]([N-]C(C)C)[CH3:4].[CH2:9]([Li])[CH2:10][CH2:11][CH3:12].C(NC(C)C)(C)C.C(N(CC)[C:24]([C:26]1[C:27]([C:34]2[CH:39]=CC=CC=2OC(C)C)=[C:28]([O:32][CH3:33])[CH:29]=[CH:30][CH:31]=1)=[O:25])C.[O:46]1CCCC1>>[CH:3]([O:46][C:12]1[C:34]2[C:27]3[C:26](=[CH:31][CH:30]=[CH:29][C:28]=3[O:32][CH3:33])[C:24](=[O:25])[C:39]=2[CH:9]=[CH:10][CH:11]=1)([CH3:4])[CH3:2] |f:0.1|. Procedure: Prepare LDA reagent by combining 4.1 mL n-butyl lithium (2.5 M in hexane) and 1.4 mL diisopropylamine dropwise, under argon in 40 mL tetrahydrofuran (THF) at -50° C. Allow the reaction to warm to 0° C. and dropwise add N,N-diethyl-2'-isopropoxy-6-methoxy-biphenyl-2-carboxamide (1.4 g, 4.1 mmole) dissolved in THF (15 mL) while stirring. Maintain the temperature at 0° C. for 10 minutes, then allow the reaction to obtain room temperature, as the color slowly changes to yellow. Heat the reaction at ...